This data is from the Open Reaction Database (ORD), a public repository of structured organic reaction records. The task is: describe an organic reaction: reactants, conditions, products, and yield Yields the product O=C(Nc1cccnc1)c1ccc2cc3n(c2c1)CCCC3=NO. The reactants are CO, Cl, NO, O, c1ccncc1, O=C(Nc1cccnc1)c1ccc2cc3n(c2c1)CCCC3=O. RXN SMILES: [CH3:33][OH:34].[ClH:24].[NH2:25][OH:26].[OH2:35].[cH:27]1[cH:28][cH:29][n:30][cH:31][cH:32]1.[n:1]1[cH:2][c:3]([NH:7][C:8](=[O:9])[c:10]2[cH:11][cH:12][c:13]3[cH:14][c:15]4[n:16]([c:17]3[cH:18]2)[CH2:19][CH2:20][CH2:21][C:22]4=[O:23])[cH:4][cH:5][cH:6]1>>[n:1]1[cH:2][c:3]([NH:7][C:8](=[O:9])[c:10]2[cH:11][cH:12][c:13]3[cH:14][c:15]4[n:16]([c:17]3[cH:18]2)[CH2:19][CH2:20][CH2:21][C:22]4=[N:25][OH:26])[cH:4][cH:5][cH:6]1. The reactants are CO, Cl[Ce](Cl)Cl, O=C1C=C(c2cccnc2F)CC1, C1CCOC1. Yields the product OC1C=C(c2cccnc2F)CC1. Reaction SMILES: [CH3:23][OH:24].[Cl:14][Ce:15]([Cl:16])[Cl:17].[F:1][c:2]1[n:3][cH:4][cH:5][cH:6][c:7]1[C:8]1=[CH:9][C:10](=[O:13])[CH2:11][CH2:12]1.[O:18]1[CH2:19][CH2:20][CH2:21][CH2:22]1>>[F:1][c:2]1[n:3][cH:4][cH:5][cH:6][c:7]1[C:8]1=[CH:9][CH:10]([OH:13])[CH2:11][CH2:12]1. The reactants are C(CCCCC)N1C(C(=C(C2=CC=CC=C12)O)C(=O)NC1=CC=C(C(=O)OC(C)(C)C)C=C1)=O (tert-Butyl 4-(1-hexyl-4-hydroxy-2-oxo-1,2-dihydroquinoline-3-carboxamido)benzoate), FC(C(=O)O)(F)F (trifluoroacetic acid). Conditions: temperature 0 celsius. Product: C(CCCCC)N1C(C(=C(C2=CC=CC=C12)O)C(=O)NC1=CC=C(C(=O)O)C=C1)=O (4-(1-hexyl-4-hydroxy-2-oxo-1,2-dihydroquinoline-3-carboxamido)benzoic acid). As a reaction SMILES: [CH2:1]([N:7]1[C:16]2[C:11](=[CH:12][CH:13]=[CH:14][CH:15]=2)[C:10]([OH:17])=[C:9]([C:18]([NH:20][C:21]2[CH:33]=[CH:32][C:24]([C:25]([O:27]C(C)(C)C)=[O:26])=[CH:23][CH:22]=2)=[O:19])[C:8]1=[O:34])[CH2:2][CH2:3][CH2:4][CH2:5][CH3:6].FC(F)(F)C(O)=O>>[CH2:1]([N:7]1[C:16]2[C:11](=[CH:12][CH:13]=[CH:14][CH:15]=2)[C:10]([OH:17])=[C:9]([C:18]([NH:20][C:21]2[CH:33]=[CH:32][C:24]([C:25]([OH:27])=[O:26])=[CH:23][CH:22]=2)=[O:19])[C:8]1=[O:34])[CH2:2][CH2:3][CH2:4][CH2:5][CH3:6]. Reported procedure: tert-Butyl 4-(1-hexyl-4-hydroxy-2-oxo-1,2-dihydroquinoline-3-carboxamido)benzoate (83 mg, 0.18 mmol) is added, in fractions, to a solution of trifluoroacetic acid (TFA) cooled to 0° C.; the mixture is left to react for 3 hours. The crude product obtained is washed with ethyl ether until a white crystalline solid forms. The product is dried to give a yield of 61 mg (83%). 1H NMR (DMSO): δ 8.16 (d, J=8 Hz, 1H), 7.97-7.65 (m, 6H), 7.38 (m, 1H), 4.27 (bs, 2H), 1.59 (bs, 2H), 1.39 (bs, 2H), 1.28 (bs,... The reactants are [OH-].[K+] (Potassium hydroxide), Cl (Hydrochloric acid), stainless steel, C(CO)O (ethylene glycol), CC(CCC#N)(C)C1=CC=C(C=C1)C (4-methyl-4-p-tolylpentanenitrile). Reagents/catalysts: [Cu] (copper). The solvent is ice. Run at temperature 10 celsius. Yields the product CC(CCC(=O)O)(C)C1=CC=C(C=C1)C (4-methyl-4-p-tolylpentanoic acid). Isolated yield 89.6%. Reaction SMILES: [OH-:1].[K+].[CH3:3][C:4]([C:10]1[CH:15]=[CH:14][C:13]([CH3:16])=[CH:12][CH:11]=1)([CH3:9])[CH2:5]CC#N.Cl.[CH2:18]([OH:21])[CH2:19]O>[Cu]>[CH3:3][C:4]([C:10]1[CH:15]=[CH:14][C:13]([CH3:16])=[CH:12][CH:11]=1)([CH3:9])[CH2:5][CH2:19][C:18]([OH:21])=[O:1] |f:0.1|. Reported procedure: Potassium hydroxide (112 g) is slowly dissolved (heat evolved) in ethylene glycol (400 ml) in a 2 liter copper (or stainless steel) flask. The 4-methyl-4-p-tolylpentanenitrile (94 g, 0.5 mol) was then added, the mixture refluxed for 6 hours, cooled to 10° C and diluted with 400 ml ice cold water. Hydrochloric acid (conc., 180 ml) was added slowly (heat evolved, cooling required) until the reaction mixture was acid to congo test paper. The resulting mixture was extracted with benzene, washed with... Reactants: O=S(=O)(Cl)C1(COCc2ccccc2)CC1, Cc1c(Nc2ccc(I)cc2F)c(N)c2n(c1=O)CCS2, c1ccncc1. The product is Cc1c(Nc2ccc(I)cc2F)c(NS(=O)(=O)C2(COCc3ccccc3)CC2)c2n(c1=O)CCS2. RXN SMILES: [CH2:22]([c:23]1[cH:24][cH:25][cH:26][cH:27][cH:28]1)[O:29][CH2:30][C:31]1([S:34](=[O:35])(=[O:36])[Cl:37])[CH2:32][CH2:33]1.[NH2:1][c:2]1[c:3]2[n:4]([c:5](=[O:18])[c:6]([CH3:17])[c:7]1[NH:8][c:9]1[c:10]([F:16])[cH:11][c:12]([I:15])[cH:13][cH:14]1)[CH2:19][CH2:20][S:21]2.[cH:38]1[cH:39][cH:40][n:41][cH:42][cH:43]1>>[NH:1]([c:2]1[c:3]2[n:4]([c:5](=[O:18])[c:6]([CH3:17])[c:7]1[NH:8][c:9]1[c:10]([F:16])[cH:11][c:12]([I:15])[cH:13][cH:14]1)[CH2:19][CH2:20][S:21]2)[S:34]([C:31]1([CH2:30][O:29][CH2:22][c:23]2[cH:24][cH:25][cH:26][cH:27][cH:28]2)[CH2:32][CH2:33]1)(=[O:35])=[O:36].